From a dataset of the Open Reaction Database (ORD), a public repository of structured organic reaction records. describe an organic reaction: reactants, conditions, products, and yield Reactants: Cl.C(CC)OC1=C(C(=N)N)C=CC=C1 (2-n-Propoxybenzamidine hydrochloride), C(C)OC=C(C(=O)OCC)C(=O)OCC (diethyl ethoxymethylenemalonate), Cl (hydrochloric acid), ice water, [Na] (sodium). Run in C(C)O (ethanol), C(C)O (ethanol). Product: O=C1C(=CN=C(N1)C1=C(C=CC=C1)OCCC)C(=O)OCC (ethyl 1,6-dihydro-6-oxo-2-(2-n-propoxyphenyl)pyrimidine-5-carboxylate). Yield: 96.0%. Reaction SMILES: Cl.[CH2:2]([O:5][C:6]1[CH:14]=[CH:13][CH:12]=[CH:11][C:7]=1[C:8]([NH2:10])=[NH:9])[CH2:3][CH3:4].[Na].C([O:18][CH:19]=[C:20]([C:26](OCC)=O)[C:21]([O:23][CH2:24][CH3:25])=[O:22])C.Cl>C(O)C>[O:18]=[C:19]1[NH:10][C:8]([C:7]2[CH:11]=[CH:12][CH:13]=[CH:14][C:6]=2[O:5][CH2:2][CH2:3][CH3:4])=[N:9][CH:26]=[C:20]1[C:21]([O:23][CH2:24][CH3:25])=[O:22] |f:0.1,^1:14|. Procedure details: 2-n-Propoxybenzamidine hydrochloride (12.0 g., 0.0558 mole) was added to a stirred, cooled (ice-water) solution of sodium (2.57 g., 0.112 g-atom) in ethanol (50 ml.). To this cooled, stirred solution was added a solution of diethyl ethoxymethylenemalonate (12.1 g., 0.0558 mole) in ethanol (50 ml.) during 10 minutes. The mixture was heated under reflux for 2.5 hours. The cooled solution was poured onto ice and acidified with 6N hydrochloric acid. The precipitated ethyl 1,6-dihydro-6-oxo-2-(2-n-pr... Reactants: C(C1=CC=CC=C1)N1CCOC2=C(C1)N=C(C(=N2)N(C(C)C)C)Br (8-benzyl-2-bromo-N-methyl-N-(1-methylethyl)-6,7,8,9-tetrahydropyrazino[2,3-f][1,4]oxazepin-3-amine), ClC(=O)OC(C)Cl (1-chloroethyl chloroformate). Solvent: C1(=CC=CC=C1)C (toluene). Conditions: temperature 80 celsius, time 2 hour. The product is Cl.BrC=1C(=NC2=C(CNCCO2)N1)N(C(C)C)C (2-bromo-N-methyl-N-(1-methylethyl)-6,7,8,9-tetrahydropyrazino[2,3-f][1,4]oxazepin-3-amine hydrochloride). Yield: 56.0%. RXN SMILES: C([N:8]1[CH2:14][C:13]2[N:15]=[C:16]([Br:24])[C:17]([N:19]([CH3:23])[CH:20]([CH3:22])[CH3:21])=[N:18][C:12]=2[O:11][CH2:10][CH2:9]1)C1C=CC=CC=1.[Cl:25]C(OC(Cl)C)=O>C1(C)C=CC=CC=1>[ClH:25].[Br:24][C:16]1[C:17]([N:19]([CH3:23])[CH:20]([CH3:21])[CH3:22])=[N:18][C:12]2[O:11][CH2:10][CH2:9][NH:8][CH2:14][C:13]=2[N:15]=1 |f:3.4|. Procedure: To a solution of 8-benzyl-2-bromo-N-methyl-N-(1-methylethyl)-6,7,8,9-tetrahydropyrazino[2,3-f][1,4]oxazepin-3-amine (122 mg) in toluene (2 mL) was added 1-chloroethyl chloroformate (0.040 mL), and the mixture was stirred at 80° C. for 2 hr. The reaction mixture was cooled to room temperature, and concentrated. To the obtained residue was added methanol (2 mL), and the mixture was stirred at 80° C. for 1 hr. The reaction mixture was cooled to room temperature, and concentrated. The obtained resid... The reactants are C(C1=CC=CC=C1)OC1CC(OC1)CCO (2-(4-(benzyloxy)tetrahydrofuran-2-yl)ethanol), CCCCCC.C(C)(=O)OCC (hexane ethyl acetate), ice, C(C(=O)Cl)(=O)Cl (oxalyl chloride), CN(C)C=O (DMF). Run in C(Cl)Cl (CH2Cl2), C(Cl)Cl (CH2Cl2). Reaction conditions: time 10 minute. Yields the product C(C1=CC=CC=C1)OC1CC(OC1)CCCl (4-(benzyloxy)-2-(2-chloroethyl)tetrahydrofuran). Isolated yield 95.6%. Reaction SMILES: C(Cl)(=O)C([Cl:4])=O.CN(C=O)C.[CH2:12]([O:19][CH:20]1[CH2:24][O:23][CH:22]([CH2:25][CH2:26]O)[CH2:21]1)[C:13]1[CH:18]=[CH:17][CH:16]=[CH:15][CH:14]=1.CCCCCC.C(OCC)(=O)C>C(Cl)Cl>[CH2:12]([O:19][CH:20]1[CH2:24][O:23][CH:22]([CH2:25][CH2:26][Cl:4])[CH2:21]1)[C:13]1[CH:18]=[CH:17][CH:16]=[CH:15][CH:14]=1 |f:3.4|. Procedure details: To an ice-cold stirred solution of oxalyl chloride (1.005 mL, 11.48 mmol) in CH2Cl2 (30 mL) was added DMF (0.914 mL, 11.80 mmol), dropwise, over 10 min. The ice bath was removed and the white slurry stirred for 30 min at room temperature. The reaction was cooled to 0° C. in an ice bath and a solution of 2-(4-(benzyloxy)tetrahydrofuran-2-yl)ethanol (2.3847 g, 10.73 mmol) in CH2Cl2 (30 mL) was rapidly added via cannula. The resulting clear yellow solution was stirred for 2 h at room temperature an... Reactants: COC=1C=C(C=CC1OC)C(C)=NO (3′,4′-Dimethoxyacetophenone oxime), C([O-])([O-])=O.[Na+].[Na+] (sodium carbonate). Run in C(C)(=O)O (acetic acid), O (water). The product is COC=1C=C(C=CC1OC)C(C)N (1-(3′,4′-Dimethoxyphenyl)ethylamine). Yield: 213.1%. RXN SMILES: [CH3:1][O:2][C:3]1[CH:4]=[C:5]([C:11](=[N:13]O)[CH3:12])[CH:6]=[CH:7][C:8]=1[O:9][CH3:10].C(=O)([O-])[O-].[Na+].[Na+]>C(O)(=O)C.O>[CH3:1][O:2][C:3]1[CH:4]=[C:5]([CH:11]([NH2:13])[CH3:12])[CH:6]=[CH:7][C:8]=1[O:9][CH3:10] |f:1.2.3|. Procedure: 3′,4′-Dimethoxyacetophenone oxime (1 gram, 5.1 mmol) was dissolved in 10 milliliters of glacial acetic acid, the solution was flushed with N2 and the palladium on carbon (0.2 grams, 5%) was added. The mixture was treated with 60 psi of H2 in a Parr Type Shaker for 24 hours. The catalyst was filtered off and the filtrate was concentrated to afford a yellow oil which was taken up in water, basified to pH 12 with a saturated solution of sodium carbonate and extracted with methylene chloride. The co... Starting materials: C#Cc1ccc(N)cc1, CS(=O)(=O)Cl, [Na+], O=C([O-])O, c1ccncc1. Yields the product C#Cc1ccc(NS(C)(=O)=O)cc1. Reaction SMILES: [C:1](#[CH:2])[c:3]1[cH:4][cH:5][c:6]([NH2:7])[cH:8][cH:9]1.[CH3:16][S:17]([Cl:18])(=[O:19])=[O:20].[Na+:25].[O-:21][C:22]([OH:23])=[O:24].[cH:10]1[cH:11][cH:12][n:13][cH:14][cH:15]1>>[C:1](#[CH:2])[c:3]1[cH:4][cH:5][c:6]([NH:7][S:17]([CH3:16])(=[O:19])=[O:20])[cH:8][cH:9]1. Starting materials: COc1ncc(Cc2n[nH]c(=O)c3ccccc23)cc1Br, CN(C)c1ccccc1, CC#N, [Na+], O=C([O-])O, O=P(Cl)(Cl)Cl. The product is COc1ncc(Cc2nnc(Cl)c3ccccc23)cc1Br. Reaction SMILES: [Br:1][c:2]1[cH:3][c:4]([CH2:10][c:11]2[n:12][nH:13][c:14](=[O:21])[c:15]3[cH:16][cH:17][cH:18][cH:19][c:20]23)[cH:5][n:6][c:7]1[O:8][CH3:9].[CH3:22][N:23]([CH3:24])[c:25]1[cH:26][cH:27][cH:28][cH:29][cH:30]1.[CH3:41][C:42]#[N:43].[Na+:40].[O-:36][C:37]([OH:38])=[O:39].[P:31]([Cl:32])([Cl:33])([Cl:34])=[O:35]>>[Br:1][c:2]1[cH:3][c:4]([CH2:10][c:11]2[n:12][n:13][c:14]([Cl:33])[c:15]3[cH:16][cH:17][cH:18][cH:19][c:20]23)[cH:5][n:6][c:7]1[O:8][CH3:9]. Starting materials: FC1=C(C=CC(=C1)F)N1C=C(C(C2=CC(=C(C(=C12)F)F)F)=O)C(=O)O (1-(2,4-difluorophenyl)-6,7,8-trifluoro-1,4- dihydro-4-oxoquinoline-3-carboxylic acid), Cl.COC(=O)C=1C=C2CNCC2=CC1 (5-methoxycarbonylisoindoline hydrochloride), C1CCC2=NCCCN2CC1 (DBU). Run in CN(C)C=O (DMF). Product: COC(=O)C=1C=C2CN(CC2=CC1)C1=C(C=C2C(C(=CN(C2=C1F)C1=C(C=C(C=C1)F)F)C(=O)O)=O)F (7-(5-methoxycarbonyl-2-isoindolinyl]-1-(2,4-difluorophenyl)-6,8-difluoro-1,4-dihydro-4-oxoquinoline-3-carboxylic acid). Yield: 20.0%. RXN SMILES: [F:1][C:2]1[CH:7]=[C:6]([F:8])[CH:5]=[CH:4][C:3]=1[N:9]1[C:18]2[C:13](=[CH:14][C:15]([F:21])=[C:16](F)[C:17]=2[F:19])[C:12](=[O:22])[C:11]([C:23]([OH:25])=[O:24])=[CH:10]1.Cl.[CH3:27][O:28][C:29]([C:31]1[CH:32]=[C:33]2[C:37](=[CH:38][CH:39]=1)[CH2:36][NH:35][CH2:34]2)=[O:30].C1CCN2C(=NCCC2)CC1>CN(C=O)C>[CH3:27][O:28][C:29]([C:31]1[CH:32]=[C:33]2[C:37](=[CH:38][CH:39]=1)[CH2:36][N:35]([C:16]1[C:17]([F:19])=[C:18]3[C:13]([C:12](=[O:22])[C:11]([C:23]([OH:25])=[O:24])=[CH:10][N:9]3[C:3]3[CH:4]=[CH:5][C:6]([F:8])=[CH:7][C:2]=3[F:1])=[CH:14][C:15]=1[F:21])[CH2:34]2)=[O:30] |f:1.2|. Procedure: 180 mg of 1-(2,4-difluorophenyl)-6,7,8-trifluoro-1,4- dihydro-4-oxoquinoline-3-carboxylic acid, 109 mg of 5-methoxycarbonylisoindoline hydrochloride, 228 mg of DBU, and 1.5 ml of anhydrous DMF were processed in the same manner as in Example 20 to produce 52 mg of the target compound. Starting materials: Sc1ccc(Cl)cc1, Fc1ccc(F)c(CBr)c1, [Na+], [OH-], O. The product is Fc1ccc(F)c(CSc2ccc(Cl)cc2)c1. Reaction SMILES: [Cl:1][c:2]1[cH:3][cH:4][c:5]([SH:8])[cH:6][cH:7]1.[F:9][c:10]1[c:11]([CH2:12][Br:13])[cH:14][c:15]([F:18])[cH:16][cH:17]1.[Na+:21].[OH-:20].[OH2:19]>>[Cl:1][c:2]1[cH:3][cH:4][c:5]([S:8][CH2:12][c:11]2[c:10]([F:9])[cH:17][cH:16][c:15]([F:18])[cH:14]2)[cH:6][cH:7]1. Starting materials: [OH-].[Na+] (NaOH), EXAMPLE 440E, O1CCCC1 (tetrahydrofuran), OO (hydrogen peroxide), C12CCCC(CCC1)B2 (9-Borabicyclo[3.3.1]nonane). Run in C(C)O (Ethanol). Conditions: time 2 hour. The product is C1OCC12CCC(CC2)CO (2-oxaspiro[3.5]nonan-7-ylmethanol). As a reaction SMILES: [O:1]1[CH2:5]CC[CH2:2]1.[CH:6]12B[CH:10]([CH2:11][CH2:12][CH2:13]1)[CH2:9][CH2:8]C2.[OH-:15].[Na+].OO>C(O)C>[CH2:2]1[C:12]2([CH2:11][CH2:10][CH:9]([CH2:8][OH:15])[CH2:6][CH2:13]2)[CH2:5][O:1]1 |f:2.3|. Procedure details: To a 25 mL round-bottomed flask was added EXAMPLE 440E (568 mg) and tetrahydrofuran (4.11 mL). 9-Borabicyclo[3.3.1]nonane (0.5 M in tetrahydrofuran, 24.7 mL) was added and the reaction was allowed to stir for 2 hours at room temperature. Ethanol (11 mL) was added followed by NaOH (5M, 4.11 mL) and then hydrogen peroxide (2.1 mL) was added. The reaction was heated at 50° C. for 2 hours. Most of the ethanol and tetrahydrofuran was removed by rotary evaporation, and the crude material was diluted w... The reactants are CC(C#CC1=NC2=CC=CC=C2C=C1)(OC1=CC=C(C#N)C=C1)C (4-[1,1-dimethyl-3-(2-quinolyl)-2-propynyloxy]benzonitrile). The solvent is C1=CC(=CC=C1Cl)Cl (dichlorobenzene). The product is CC1(OC2=C(C(=C1)C1=NC3=CC=CC=C3C=C1)C=C(C=C2)C#N)C (2,2-dimethyl-4-(2-quinolyl)-2H-1-benzopyran-6-carbonitrile). Yield: 36.2%. As a reaction SMILES: [CH3:1][C:2]([CH3:24])([O:15][C:16]1[CH:23]=[CH:22][C:19]([C:20]#[N:21])=[CH:18][CH:17]=1)[C:3]#[C:4][C:5]1[CH:14]=[CH:13][C:12]2[C:7](=[CH:8][CH:9]=[CH:10][CH:11]=2)[N:6]=1>C1C(Cl)=CC=C(Cl)C=1>[CH3:1][C:2]1([CH3:24])[CH:3]=[C:4]([C:5]2[CH:14]=[CH:13][C:12]3[C:7](=[CH:8][CH:9]=[CH:10][CH:11]=3)[N:6]=2)[C:23]2[CH:22]=[C:19]([C:20]#[N:21])[CH:18]=[CH:17][C:16]=2[O:15]1. Procedure: 5.8 g of 4-[1,1-dimethyl-3-(2-quinolyl)-2-propynyloxy]benzonitrile were heated at reflux for 2 hours in 50 ml of dichlorobenzene. The mixture was allowed to cool to room temperature and was then evaporated to dryness. The residue was chromatographed on silica gel using ethyl acetate/petroleum ether (1:3) for the elution. The product was recrystallized from isopropanol to give 2.1 g of 2,2-dimethyl-4-(2-quinolyl)-2H-1-benzopyran-6-carbonitrile of melting point 102°-104° C.